This data is from the Open Reaction Database (ORD), a public repository of structured organic reaction records. The task is: describe an organic reaction: reactants, conditions, products, and yield Starting materials: CC#N, C=C(CCl)CCl, [O-]c1ccc(Cl)cc1, [I-], [Na+], [Na+]. Product: C=C(CCl)COc1ccc(Cl)cc1. Reaction SMILES: [CH3:18][C:19]#[N:20].[Cl:10][CH2:11][C:12](=[CH2:13])[CH2:14][Cl:15].[Cl:1][c:2]1[cH:3][cH:4][c:5]([O-:8])[cH:6][cH:7]1.[I-:17].[Na+:16].[Na+:9]>>[Cl:1][c:2]1[cH:3][cH:4][c:5]([O:8][CH2:14][C:12]([CH2:11][Cl:10])=[CH2:13])[cH:6][cH:7]1. Reactants: CCCCNCCCC, CN(C)C=O, O=C1c2c(ccc(F)c2Cl)-n2cnc(-c3noc(CCl)n3)c2C2CCN12. The product is CCCCN(CCCC)Cc1nc(-c2ncn3c2C2CCN2C(=O)c2c-3ccc(F)c2Cl)no1. As a reaction SMILES: [CH2:27]([CH2:28][CH2:29][CH3:30])[NH:31][CH2:32][CH2:33][CH2:34][CH3:35].[CH3:36][N:37]([CH3:38])[CH:39]=[O:40].[Cl:1][c:2]1[c:3]([F:26])[cH:4][cH:5][c:6]2[c:7]1[C:8](=[O:25])[N:9]1[CH:10]([c:11]3[n:12]-2[cH:13][n:14][c:15]3-[c:16]2[n:17][o:18][c:19]([CH2:21][Cl:22])[n:20]2)[CH2:23][CH2:24]1>>[Cl:1][c:2]1[c:3]([F:26])[cH:4][cH:5][c:6]2[c:7]1[C:8](=[O:25])[N:9]1[CH:10]([c:11]3[n:12]-2[cH:13][n:14][c:15]3-[c:16]2[n:17][o:18][c:19]([CH2:21][N:31]([CH2:27][CH2:28][CH2:29][CH3:30])[CH2:32][CH2:33][CH2:34][CH3:35])[n:20]2)[CH2:23][CH2:24]1. Starting materials: Cl.COC1=CC=C(C=C1)N (p-Anisidine hydrochloride), C(C)(=O)O (acetic acid), O.[N+](=O)([O-])C(C=O)C=O.[Na] (sodium nitromalonaldehyde monohydrate). The solvent is C(C)(=O)O.O (acetic acid water). Run at temperature 4 celsius. Product: COC=1C=C2C=C(C=NC2=CC1)[N+](=O)[O-] (6-Methoxy-3-nitroquinoline). Isolated yield 59.6%. RXN SMILES: Cl.[CH3:2][O:3][C:4]1[CH:9]=[CH:8][C:7]([NH2:10])=[CH:6][CH:5]=1.C(O)(=O)C.O.[N+:16]([CH:19]([CH:22]=O)[CH:20]=O)([O-:18])=[O:17].[Na]>C(O)(=O)C.O>[CH3:2][O:3][C:4]1[CH:9]=[C:8]2[C:7](=[CH:6][CH:5]=1)[N:10]=[CH:22][C:19]([N+:16]([O-:18])=[O:17])=[CH:20]2 |f:0.1,3.4.5,6.7,^1:23|. Procedure details: p-Anisidine hydrochloride (35.0 g, 219.4 mmol) was weighed into a dry 300 mL three-necked round-bottomed flask, equipped with a magnetic stirring bar, a pressure-equalizing addition funnel, a solid addition funnel and a thermometer. Glacial acetic acid (150 mL) was added to the solid, with vigorous stirring to maintain a homogeneous suspension. To this suspension was added sodium nitromalonaldehyde monohydrate (12.0 g, 76.4 mmol) and the mixture stirred for 1.0 h at 25° C. A short-path distillat...